This data is from the Open Reaction Database (ORD), a public repository of structured organic reaction records. The task is: describe an organic reaction: reactants, conditions, products, and yield The reactants are Cl (hydrochloric acid), ClC1=CC(=CC=2C(C3=CC=CC=C3C12)(OCC(=O)O)C(F)(F)F)F ((4-chloro-2-fluoro-9-trifluoromethyl-9H-fluoren-9-yloxy)-acetic acid), C(C)N(C(C)C)C(C)C (N-ethyldiisopropylamine), C1(=CC=CC=C1)P(=O)(C1=CC=CC=C1)N=[N+]=[N-] (diphenylphosphoryl azide). Solvent: CN(C=O)C (dimethylformamide), C(C)(C)(C)O (t-Butyl alcohol), C(C)(=O)O (acetic acid). Reaction conditions: temperature 0 celsius. Yields the product ClC1=CC(=CC=2C(C3=CC=CC=C3C12)(O)C(F)(F)F)F ((+)-4-chloro-2-fluoro-9-trifluoromethyl-9H-fluoren-9-ol). Yield: 70.4%. Reaction SMILES: [Cl:1][C:2]1[C:14]2[C:13]3[C:8](=[CH:9][CH:10]=[CH:11][CH:12]=3)[C:7]([C:20]([F:23])([F:22])[F:21])([O:15]CC(O)=O)[C:6]=2[CH:5]=[C:4]([F:24])[CH:3]=1.C(N(C(C)C)C(C)C)C.C1(P(N=[N+]=[N-])(C2C=CC=CC=2)=O)C=CC=CC=1.Cl>C(O)(C)(C)C.C(O)(=O)C.CN(C)C=O>[Cl:1][C:2]1[C:14]2[C:13]3[C:8](=[CH:9][CH:10]=[CH:11][CH:12]=3)[C:7]([C:20]([F:21])([F:22])[F:23])([OH:15])[C:6]=2[CH:5]=[C:4]([F:24])[CH:3]=1. Procedure details: To a mixture of dimethylformamide (184 ml) and an optically active form (36.74 g) of (4-chloro-2-fluoro-9-trifluoromethyl-9H-fluoren-9-yloxy)-acetic acid was added N-ethyldiisopropylamine (20.9 ml), and the mixture was stirred at 0° C. Thereto, diphenylphosphoryl azide (23.7 ml) was added dropwise over 30 min, and the mixture was further stirred at 0° C. for 2 hr. To the reaction mixture was added acetic acid (2.86 ml) and the mixture was warmed to room temperature. t-Butyl alcohol (96 ml) was a... Reaction conditions: temperature 110 celsius, time 36 hour. The reagents and catalysts are dcypt. Yields the product c2ccc(c1ncco1)cc2. Starting materials: c1cocn1 (effective_coupling_partner), CN(C)C(=O)Oc1ccccc1 (substrate). The reactants are CCOC(=O)CS(=O)(=NC(=O)c1cncc(C#Cc2cccc(NC(=O)c3occc3C)c2)c1)c1ccccc1, CCOC(=O)C1CCCNC1. Reaction SMILES: [CH3:1][c:2]1[c:3]([C:7](=[O:8])[NH:9][c:10]2[cH:11][c:12]([C:16]#[C:17][c:18]3[cH:19][c:20]([C:24](=[O:25])[N:26]=[S:27](=[O:28])([c:29]4[cH:30][cH:31][cH:32][cH:33][cH:34]4)[CH2:35][C:36](=[O:37])[O:38][CH2:39][CH3:40])[cH:21][n:22][cH:23]3)[cH:13][cH:14][cH:15]2)[o:4][cH:5][cH:6]1.[NH:41]1[CH2:42][CH:43]([C:44](=[O:45])[O:46][CH2:47][CH3:48])[CH2:49][CH2:50][CH2:51]1>>[CH3:1][c:2]1[c:3]([C:7](=[O:8])[NH:9][c:10]2[cH:11][c:12]([C:16]#[C:17][c:18]3[cH:19][c:20]([C:24](=[O:25])[N:26]=[S:27](=[O:28])([c:29]4[cH:30][cH:31][cH:32][cH:33][cH:34]4)[CH2:35][C:36](=[O:37])[N:41]4[CH2:42][CH:43]([C:44](=[O:45])[O:46][CH2:47][CH3:48])[CH2:49][CH2:50][CH2:51]4)[cH:21][n:22][cH:23]3)[cH:13][cH:14][cH:15]2)[o:4][cH:5][cH:6]1. Product: CCOC(=O)C1CCCN(C(=O)CS(=O)(=NC(=O)c2cncc(C#Cc3cccc(NC(=O)c4occc4C)c3)c2)c2ccccc2)C1. Starting materials: C(C)(C)(C)P(C1=C(C=CC=C1)C1=C(C=C(C=C1C(C)C)C(C)C)C(C)C)C(C)(C)C (2-di-tert-butylphosphino-2′,4′,6′-triisopropyl-biphenyl), [Cl-].[NH4+] (ammonium chloride), BrC1=CC=C(C=C1)[C@@H](CC(=O)C1=CC(=NC=C1)C)C1=C(C=CC=C1)C ((R)-3-(4-Bromo-phenyl)-1-(2-methyl-pyridin-4-yl)-3-o-tolyl-propan-1-one), [OH-].[K+] (potassium hydroxide). The reagents and catalysts are C=1C=CC(=CC1)/C=C/C(=O)/C=C/C2=CC=CC=C2.C=1C=CC(=CC1)/C=C/C(=O)/C=C/C2=CC=CC=C2.C=1C=CC(=CC1)/C=C/C(=O)/C=C/C2=CC=CC=C2.[Pd].[Pd] (tris(dibenzylideneacetone)dipalladium(0)). Solvent: C(C)(=O)OCC (ethyl acetate), O1CCOCC1 (1,4-dioxane), O (water). Conditions: temperature 100 celsius, time 3 hour. Product: OC1=CC=C(C=C1)[C@@H](CC(=O)C1=CC(=NC=C1)C)C1=C(C=CC=C1)C ((R)-3-(4-Hydroxy-phenyl)-1-(2-methyl-pyridin-4-yl)-3-o-tolyl-propan-1-one). Isolated yield 77.0%. RXN SMILES: Br[C:2]1[CH:7]=[CH:6][C:5]([C@H:8]([C:19]2[CH:24]=[CH:23][CH:22]=[CH:21][C:20]=2[CH3:25])[CH2:9][C:10]([C:12]2[CH:17]=[CH:16][N:15]=[C:14]([CH3:18])[CH:13]=2)=[O:11])=[CH:4][CH:3]=1.[OH-:26].[K+].C(P(C(C)(C)C)C1C=CC=CC=1C1C(C(C)C)=CC(C(C)C)=CC=1C(C)C)(C)(C)C.[Cl-].[NH4+]>O1CCOCC1.O.C1C=CC(/C=C/C(/C=C/C2C=CC=CC=2)=O)=CC=1.C1C=CC(/C=C/C(/C=C/C2C=CC=CC=2)=O)=CC=1.C1C=CC(/C=C/C(/C=C/C2C=CC=CC=2)=O)=CC=1.[Pd].[Pd].C(OCC)(=O)C>[OH:26][C:2]1[CH:7]=[CH:6][C:5]([C@H:8]([C:19]2[CH:24]=[CH:23][CH:22]=[CH:21][C:20]=2[CH3:25])[CH2:9][C:10]([C:12]2[CH:17]=[CH:16][N:15]=[C:14]([CH3:18])[CH:13]=2)=[O:11])=[CH:4][CH:3]=1 |f:1.2,4.5,8.9.10.11.12|. Procedure: To a white suspension of (R)-3-(4-bromo-phenyl)-1-(2-methyl-pyridin-4-yl)-3-o-tolyl-propan-1-one (example 142, step 2, 200 mg) and potassium hydroxide (62.6 mg) in 1,4-dioxane (1 mL) and water (0.6 mL) under argon were added 2-di-tert-butylphosphino-2′,4′,6′-triisopropyl-biphenyl (17.2 mg) and tris(dibenzylideneacetone)dipalladium(0) (9.3 mg). The reaction mixture was heated to 100° C. and stirred for 3 hours. A saturated aq. solution of ammonium chloride and ethyl acetate were added, the phases... Reactants: C(C)(C)OC(CCCCCOC=1C(=CC2=C(N(C(=N2)C2=CC=CC=C2)C2=CC=CC=C2)C1)N)=O (6-[(5-Amino-1,2-diphenyl-1H-benzimidazol-6-yl)oxy]hexanoic acid isopropyl ester), COC1=CC=C(C=C1)S(=O)(=O)Cl (4-methoxybenzenesulfonic acid chloride). Yields the product C(C)(C)OC(CCCCCOC=1C(=CC2=C(N(C(=N2)C2=CC=CC=C2)C2=CC=CC=C2)C1)NS(=O)(=O)C1=CC=C(C=C1)OC)=O (6-[[1,2-Diphenyl-5-[[(4-methoxyphenyl)sulfonyl]amino]-1H-benzimidazol-6-yl]oxy]-hexanoic acid isopropyl ester). RXN SMILES: [CH:1]([O:4][C:5](=[O:34])[CH2:6][CH2:7][CH2:8][CH2:9][CH2:10][O:11][C:12]1[C:13]([NH2:33])=[CH:14][C:15]2[N:19]=[C:18]([C:20]3[CH:25]=[CH:24][CH:23]=[CH:22][CH:21]=3)[N:17]([C:26]3[CH:31]=[CH:30][CH:29]=[CH:28][CH:27]=3)[C:16]=2[CH:32]=1)([CH3:3])[CH3:2].[CH3:35][O:36][C:37]1[CH:42]=[CH:41][C:40]([S:43](Cl)(=[O:45])=[O:44])=[CH:39][CH:38]=1>>[CH:1]([O:4][C:5](=[O:34])[CH2:6][CH2:7][CH2:8][CH2:9][CH2:10][O:11][C:12]1[C:13]([NH:33][S:43]([C:40]2[CH:39]=[CH:38][C:37]([O:36][CH3:35])=[CH:42][CH:41]=2)(=[O:45])=[O:44])=[CH:14][C:15]2[N:19]=[C:18]([C:20]3[CH:21]=[CH:22][CH:23]=[CH:24][CH:25]=3)[N:17]([C:26]3[CH:27]=[CH:28][CH:29]=[CH:30][CH:31]=3)[C:16]=2[CH:32]=1)([CH3:3])[CH3:2]. Procedure: 6-[(5-Amino-1,2-diphenyl-1H-benzimidazol-6-yl)oxy]hexanoic acid isopropyl ester was reacted according to general operating instructions 13 with 4-methoxybenzenesulfonic acid chloride. Reactants: O=C([O-])[O-], CC(C)=O, Clc1cccc(CBr)c1, [Cs+], [Cs+], O, Cc1ccc(S(=O)(=O)OCCOc2ccc3[nH]nc(S(=O)(=O)c4cccc5ccccc45)c3c2)cc1. Yields the product Cc1ccc(S(=O)(=O)OCCOc2ccc3c(c2)c(S(=O)(=O)c2cccc4ccccc24)nn3Cc2cccc(Cl)c2)cc1. RXN SMILES: [C:46](=[O:47])([O-:48])[O-:49].[CH3:53][C:54](=[O:55])[CH3:56].[Cl:1][c:2]1[cH:3][c:4]([CH2:5][Br:6])[cH:7][cH:8][cH:9]1.[Cs+:50].[Cs+:51].[OH2:52].[c:10]1([S:20](=[O:21])(=[O:22])[c:23]2[n:24][nH:25][c:26]3[cH:27][cH:28][c:29]([O:32][CH2:33][CH2:34][O:35][S:36](=[O:37])(=[O:38])[c:39]4[cH:40][cH:41][c:42]([CH3:45])[cH:43][cH:44]4)[cH:30][c:31]23)[cH:11][cH:12][cH:13][c:14]2[cH:15][cH:16][cH:17][cH:18][c:19]12>>[Cl:1][c:2]1[cH:3][c:4]([CH2:5][n:25]2[n:24][c:23]([S:20]([c:10]3[cH:11][cH:12][cH:13][c:14]4[cH:15][cH:16][cH:17][cH:18][c:19]34)(=[O:21])=[O:22])[c:31]3[c:26]2[cH:27][cH:28][c:29]([O:32][CH2:33][CH2:34][O:35][S:36](=[O:37])(=[O:38])[c:39]2[cH:40][cH:41][c:42]([CH3:45])[cH:43][cH:44]2)[cH:30]3)[cH:7][cH:8][cH:9]1. Reactants: C[Si](N[Si](C)(C)C)(C)C (hexamethyldisilazane), C(CCC)[Li] (n-butyl lithium). Solvent: C1CCOC1 (THF). Run at time 30 minute. The product is C[Si]([N-][Si](C)(C)C)(C)C.[Li+] (lithium hexamethyldisilazide). RXN SMILES: [CH3:1][Si:2]([CH3:9])([CH3:8])[NH:3][Si:4]([CH3:7])([CH3:6])[CH3:5].C([Li:14])CCC>C1COCC1>[CH3:1][Si:2]([CH3:9])([CH3:8])[N-:3][Si:4]([CH3:7])([CH3:6])[CH3:5].[Li+:14] |f:3.4|. Reported procedure: To a THF (1 ml) solution of hexamethyldisilazane (51 μl, 0.242 mmol), 0.14 ml of n-butyl lithium (1.56M, hexane solution) was added at -78° C., followed by stirring for 30 minutes to obtain a lithium hexamethyldisilazide solution. To this solution, a THF solution (2 ml) of 105 mg of (1S,5R,6R,7R)-2-oxa-7-t-butyldimethylsiloxy-6-{(3S,5S)-3-t-butyldimethylsiloxy-5-methyl-E-1-nonenyl}bicyclo[3.3.0]octan-3-one (Compound 32) was dropwise added at -78° C., and the mixture was stirred for 30 minutes. T... Starting materials: COC(CCC1=C(C=CC=C1CCCCCCOS(=O)(=O)C)OCCCCCCCC(=O)OC)=O (2-[(8-methoxy-8-oxooctyl)oxy]-6-[6-[(methylsulfonyl)oxy]hexyl]benzenepropanoic acid methyl ester), OC1=C(C2=C(C(CCO2)=O)C=C1)CCC (2,3-dihydro-7-hydroxy-8-propyl-4H-1-benzopyran-4-one), C([O-])([O-])=O.[K+].[K+] (potassium carbonate), [I-].[Na+] (sodium iodide). Run in C(C)#N (acetonitrile), CCOCC (ether). The product is COC(CCC1=C(C=CC=C1CCCCCCOC1=C(C2=C(C(CCO2)=O)C=C1)CCC)OCCCCCCCC(=O)OC)=O (2-[(8-methoxy-8-oxo-octyl)oxy]-6-[6-[(3,4-dihydro-4-oxo-8-propyl-2H-1-benzopyran-7-yl)oxy]hexyl]benzenepropanoic acid methyl ester). Isolated yield 94.4%. As a reaction SMILES: [CH3:1][O:2][C:3](=[O:35])[CH2:4][CH2:5][C:6]1[C:11]([CH2:12][CH2:13][CH2:14][CH2:15][CH2:16][CH2:17][O:18]S(C)(=O)=O)=[CH:10][CH:9]=[CH:8][C:7]=1[O:23][CH2:24][CH2:25][CH2:26][CH2:27][CH2:28][CH2:29][CH2:30][C:31]([O:33][CH3:34])=[O:32].O[C:37]1[CH:47]=[CH:46][C:40]2[C:41](=[O:45])[CH2:42][CH2:43][O:44][C:39]=2[C:38]=1[CH2:48][CH2:49][CH3:50].C(=O)([O-])[O-].[K+].[K+].[I-].[Na+]>CCOCC.C(#N)C>[CH3:1][O:2][C:3](=[O:35])[CH2:4][CH2:5][C:6]1[C:11]([CH2:12][CH2:13][CH2:14][CH2:15][CH2:16][CH2:17][O:18][C:37]2[CH:47]=[CH:46][C:40]3[C:41](=[O:45])[CH2:42][CH2:43][O:44][C:39]=3[C:38]=2[CH2:48][CH2:49][CH3:50])=[CH:10][CH:9]=[CH:8][C:7]=1[O:23][CH2:24][CH2:25][CH2:26][CH2:27][CH2:28][CH2:29][CH2:30][C:31]([O:33][CH3:34])=[O:32] |f:2.3.4,5.6|. Procedure details: A mixture of 0.68 g (1.3 mmol) of 2-[(8-methoxy-8-oxooctyl)oxy]-6-[6-[(methylsulfonyl)oxy]hexyl]benzenepropanoic acid methyl ester from the preceding example, 0.24 g (1.17 mmol) of 2,3-dihydro-7-hydroxy-8-propyl-4H-1-benzopyran-4-one, 0.26 g (1.88 mmol) of anhydrous granular potassium carbonate, 0.215 g (1.43 mmol) of anhydrous sodium iodide, and 10 mL of dry acetonitrile was stirred and refluxed for 24 hr. After being cooled, the reaction mixture was poured onto ice-water and worked-up with eth... Starting materials: CN1C(CCC2(C3=C(CCC12)C=C(C=C3)S)C)=O (4-methyl-8-mercapto-10b-methyl-1,2,3,4,4a,5,6,10b-octahydrobenzo[f]quinolin-3-one), C([O-])([O-])=O.[K+].[K+] (potassium carbonate), ClC=1SC2=C(N1)C(=CC=C2)OC (2-chloro-4-methoxybenzothiazole), CN(C=O)C (dimethylformamide). The solvent is C(C)(=O)OCC (ethyl acetate). The product is CN1C(CC[C@@]2(C3=C(CC[C@@H]12)C=C(C=C3)SC=3SC1=C(N3)C(=CC=C1)OC)C)=O ((+)-(4aR)-(10bR)-4-methyl-8-(4-methoxy-2-benzothiazolylthio)-10b-methyl-1,2,3,4,4a,5,6,10b-octahydrobenzo[f]quinolin-3-one). The yield is 66.3%. As a reaction SMILES: [CH3:1][N:2]1[CH:11]2[C:6]([CH3:17])([C:7]3[CH:15]=[CH:14][C:13]([SH:16])=[CH:12][C:8]=3[CH2:9][CH2:10]2)[CH2:5][CH2:4][C:3]1=[O:18].C(=O)([O-])[O-].[K+].[K+].Cl[C:26]1[S:27][C:28]2[CH:34]=[CH:33][CH:32]=[C:31]([O:35][CH3:36])[C:29]=2[N:30]=1.CN(C)C=O>C(OCC)(=O)C>[CH3:1][N:2]1[C@H:11]2[C@@:6]([CH3:17])([C:7]3[CH:15]=[CH:14][C:13]([S:16][C:26]4[S:27][C:28]5[CH:34]=[CH:33][CH:32]=[C:31]([O:35][CH3:36])[C:29]=5[N:30]=4)=[CH:12][C:8]=3[CH2:9][CH2:10]2)[CH2:5][CH2:4][C:3]1=[O:18] |f:1.2.3|. Procedure: A 15 mL round bottom flask was charged with (+)-(4aR)-10bR)-4-methyl-8-mercapto-10b-methyl-1,2,3,4,4a,5,6,10b-octahydrobenzo[f]quinolin-3-one (100 mg, 0.38 mmol), potassium carbonate (158 mg, 1.14 mmol), 2-chloro-4-methoxybenzothiazole (92 mg, 0.46 mmol) and 1.5 mL of anhydrous dimethylformamide, fitted with a reflux condenser, and the stirred mixture was heated at 60°, under nitrogen, for 18 h. The mixture was cooled, diluted with ethyl acetate (75 mL) and washed with brine (4×25 mL). The combi... The reactants are CCOC(=O)C(CC1(F)CCCC1)N1CC(Oc2c(F)cccc2F)=CC1=O, [Li+], C1CCOC1, [OH-], O, O, O. The product is O=C(O)C(CC1(F)CCCC1)N1CC(Oc2c(F)cccc2F)=CC1=O. Reaction SMILES: [CH2:1]([CH3:2])[O:3][C:4]([CH:5]([CH2:6][C:7]1([F:12])[CH2:8][CH2:9][CH2:10][CH2:11]1)[N:13]1[C:14](=[O:27])[CH:15]=[C:16]([O:18][c:19]2[c:20]([F:26])[cH:21][cH:22][cH:23][c:24]2[F:25])[CH2:17]1)=[O:28].[Li+:31].[O:34]1[CH2:35][CH2:36][CH2:37][CH2:38]1.[OH-:30].[OH2:29].[OH2:32].[OH2:33]>>[O:3]=[C:4]([CH:5]([CH2:6][C:7]1([F:12])[CH2:8][CH2:9][CH2:10][CH2:11]1)[N:13]1[C:14](=[O:27])[CH:15]=[C:16]([O:18][c:19]2[c:20]([F:26])[cH:21][cH:22][cH:23][c:24]2[F:25])[CH2:17]1)[OH:28].